This data is from the Open Reaction Database (ORD), a public repository of structured organic reaction records. The task is: describe an organic reaction: reactants, conditions, products, and yield Starting materials: ClC1=NC2=CC=CC=C2C(=C1)C1=CC=CC=C1 (2-Chloro-4-phenylquinoline), NC1=CC=C(C=C1)S (4-aminothiophenol), C1CCOC1 (THF). The reagents and catalysts are CN(C)C=1C=CN=CC1 (DMAP). Solvent: C(C)O (ethanol). The product is NC1=CC=C(C=C1)SC1=NC2=CC=CC=C2C(=C1)C1=CC=CC=C1 (2-(4-aminophenylthio)-4-phenylquinoline). Isolated yield 451.6%. RXN SMILES: Cl[C:2]1[CH:11]=[C:10]([C:12]2[CH:17]=[CH:16][CH:15]=[CH:14][CH:13]=2)[C:9]2[C:4](=[CH:5][CH:6]=[CH:7][CH:8]=2)[N:3]=1.[NH2:18][C:19]1[CH:24]=[CH:23][C:22]([SH:25])=[CH:21][CH:20]=1.C1COCC1>CN(C1C=CN=CC=1)C.C(O)C>[NH2:18][C:19]1[CH:24]=[CH:23][C:22]([S:25][C:2]2[CH:11]=[C:10]([C:12]3[CH:17]=[CH:16][CH:15]=[CH:14][CH:13]=3)[C:9]3[C:4](=[CH:5][CH:6]=[CH:7][CH:8]=3)[N:3]=2)=[CH:21][CH:20]=1. Procedure details: 2-Chloro-4-phenylquinoline (4.18 mmoles, 10.0 g), 4-aminothiophenol (41.8 mmoles, 5.2 g) and DMAP (41.8 mmoles, 5.0 g) were stirred in 200 ml ethanol and 50 ml THF for 3 days. The solution was concentrated, ethyl acetate added, washed with water, dried over sodium sulfate and the solvent removed. The product was purified by HPLC over silica gel eluted with 30% ethyl acetate in hexane to yield 2-(4-aminophenylthio)-4-phenylquinoline 6.2 g, 45%. Mass Spec (FD) 328. Calculated for C21H16N2S: C, 76.... Starting materials: NC(CNC(CCC1=C(C=CC=C1)OC)=O)CC1=CNC2=CC=CC=C12 (2-amino-3-(1H-indol-3-yl)-1-[N-(2-methoxybenzyl)acetylamino]propane), C(C)(C)N(CC)C(C)C (diisopropylethylamine), BrCC(=O)Br (bromoacetyl bromide), C(C)(=O)OCC (ethyl acetate). Run in O1CCCC1 (tetrahydrofuran). Run at time 2 hour. Yields the product BrCC(=O)NC(CNC(CCC1=C(C=CC=C1)OC)=O)CC1=CNC2=CC=CC=C12 (2-[(2-bromo)acetyl]amino-3-(1H-indol-3-yl)1-[N-(2-methoxybenzyl)acetylamino]propane). As a reaction SMILES: [NH2:1][CH:2]([CH2:17][C:18]1[C:26]2[C:21](=[CH:22][CH:23]=[CH:24][CH:25]=2)[NH:20][CH:19]=1)[CH2:3][NH:4][C:5](=[O:16])[CH2:6][CH2:7][C:8]1[CH:13]=[CH:12][CH:11]=[CH:10][C:9]=1[O:14][CH3:15].C(N(C(C)C)CC)(C)C.[Br:36][CH2:37][C:38](Br)=[O:39].C(OCC)(=O)C>O1CCCC1>[Br:36][CH2:37][C:38]([NH:1][CH:2]([CH2:17][C:18]1[C:26]2[C:21](=[CH:22][CH:23]=[CH:24][CH:25]=2)[NH:20][CH:19]=1)[CH2:3][NH:4][C:5](=[O:16])[CH2:6][CH2:7][C:8]1[CH:13]=[CH:12][CH:11]=[CH:10][C:9]=1[O:14][CH3:15])=[O:39]. Procedure: To a stirring solution of 2-amino-3-(1H-indol-3-yl)-1-[N-(2-methoxybenzyl)acetylamino]propane (7.51 g, 21.369 mmoles) in anhydrous tetrahydrofuran (100 ml) under a nitrogen atmosphere at 0° C. was added diisopropylethylamine (4.1 ml, 23.537 mmoles) and bromoacetyl bromide (2.05 ml, 23.530 mmoles). After 2 hours, ethyl acetate was added and the reaction mixture washed with water twice, 1.0 N hydrochloric acid (2×), saturated sodium bicarbonate solution (2×), and brine. The organic layer was dried... The reactants are C([C@H](O)C1=CC=CC=C1)(=O)O (D-mandelic acid), C1(=CC=CC=C1)C(=[N+]=[N-])C1=CC=CC=C1 (diphenyldiazomethane). Solvent: C(C)(=O)OCC (ethyl acetate). The product is C([C@H](O)C1=CC=CC=C1)(=O)OC(C1=CC=CC=C1)C1=CC=CC=C1 (Benzhydryl D-mandelate). Isolated yield 91.4%. Reaction SMILES: [C:1]([OH:11])(=[O:10])[C@@H:2]([C:4]1[CH:9]=[CH:8][CH:7]=[CH:6][CH:5]=1)[OH:3].[C:12]1([C:18]([C:21]2[CH:26]=[CH:25][CH:24]=[CH:23][CH:22]=2)=[N+]=[N-])[CH:17]=[CH:16][CH:15]=[CH:14][CH:13]=1>C(OCC)(=O)C>[C:1]([O:11][CH:18]([C:12]1[CH:17]=[CH:16][CH:15]=[CH:14][CH:13]=1)[C:21]1[CH:26]=[CH:25][CH:24]=[CH:23][CH:22]=1)(=[O:10])[C@@H:2]([C:4]1[CH:9]=[CH:8][CH:7]=[CH:6][CH:5]=1)[OH:3]. Procedure: To a solution of 25.0 g (164 mmol) of D-mandelic acid in 200 ml of ethyl acetate was added 38.9 g (164 mmol) of diphenyldiazomethane under stirring at room temperature. The completeness of reaction was monitored by TLC and the reaction mixture was concentrated. The residue was recrystallized from etherpetroleum ether to give 47.7 g of the aimed product D-5 in 91% yield.